Dataset: the Open Reaction Database (ORD), a public repository of structured organic reaction records. Task: describe an organic reaction: reactants, conditions, products, and yield The reactants are NC1=C2C(=NC=N1)N(N=C2C2=CC(=C(C=C2)NC=2OC1=C(N2)C=CC=C1)F)[C@@H]1CC[C@@H](CC1)N1CCN(CC1)C (cis-N2-(4-{4-amino-1-[4-(4-methylpiperazino)cyclohexyl]-1H-pyrazolo[3,4-d]pyrimidin-3-yl}-2-fluorophenyl)-1,3-benzoxazol-2-amine), IC1=NN(C2=NC=NC(=C21)N)[C@@H]2CC[C@@H](CC2)N2CCN(CC2)C (cis-3-iodo-1-[4-(4-methylpiperazino)cyclohexyl]-1H-pyrazolo[3,4-d]pyrimidin-4-amine), CC1(OB(OC1(C)C)C1=CC=C(C=C1)C=1N=C2N(C=CC=C2)C1)C (2-[4-(4,4,5,5-tetramethyl-1,3,2-dioxaborolan-2-yl)phenyl]imidazo[1,2-a]pyridine). The product is N=1C(=CN2C1C=CC=C2)C2=CC=C(C=C2)C2=NN(C1=NC=NC(=C12)N)[C@@H]1CC[C@@H](CC1)N1CCN(CC1)C (Cis-3-(4-imidazo[1,2-a]pyridin-2-ylphenyl)-1-[4-(4-methylpiperazino)cyclohexyl]-1H-pyrazolo[3,4-d]pyrimidin-4-amine), powder. Isolated yield 9.0%. Reaction SMILES: I[C:2]1[C:10]2[C:5](=[N:6][CH:7]=[N:8][C:9]=2[NH2:11])[N:4]([C@H:12]2[CH2:17][CH2:16][C@@H:15]([N:18]3[CH2:23][CH2:22][N:21]([CH3:24])[CH2:20][CH2:19]3)[CH2:14][CH2:13]2)[N:3]=1.CC1(C)C(C)(C)OB([C:33]2[CH:38]=[CH:37][C:36]([C:39]3[N:40]=[C:41]4[CH:46]=[CH:45][CH:44]=[CH:43][N:42]4[CH:47]=3)=[CH:35][CH:34]=2)O1.NC1N=CN=C2N([C@H]3CC[C@@H](N4CCN(C)CC4)CC3)N=C(C3C=CC(NC4OC5C=CC=CC=5N=4)=C(F)C=3)C=12>>[N:40]1[C:39]([C:36]2[CH:37]=[CH:38][C:33]([C:2]3[C:10]4[C:5](=[N:6][CH:7]=[N:8][C:9]=4[NH2:11])[N:4]([C@H:12]4[CH2:17][CH2:16][C@@H:15]([N:18]5[CH2:23][CH2:22][N:21]([CH3:24])[CH2:20][CH2:19]5)[CH2:14][CH2:13]4)[N:3]=3)=[CH:34][CH:35]=2)=[CH:47][N:42]2[CH:43]=[CH:44][CH:45]=[CH:46][C:41]=12. Reported procedure: Cis-3-(4-imidazo[1,2-a]pyridin-2-ylphenyl)-1-[4-(4-methylpiperazino)cyclohexyl]-1H-pyrazolo[3,4-d]pyrimidin-4-amine was prepared from cis-3-iodo-1-[4-(4-methylpiperazino)cyclohexyl]-1H-pyrazolo[3,4-d]pyrimidin-4-amine (0.200 g, 0.453 mmol) and 2-[4-(4,4,5,5-tetramethyl-1,3,2-dioxaborolan-2-yl)phenyl]imidazo[1,2-a]pyridine (0.250 g, 0.679 mmol) in a manner similar to that used for the preparation of cis-N2-(4-{4-amino-1-[4-(4-methylpiperazino)cyclohexyl]-1H-pyrazolo[3,4-d]pyrimidin-3-yl}-2-fluoro... Starting materials: CC(=O)OCc1c(F)c(N)c2c(=O)cc(-c3ccc(NC(=O)CCl)c(F)c3)oc2c1F, CNC, CN(C)C=O, CCN(C(C)C)C(C)C, Cl, O. Product: CC(=O)OCc1c(F)c(N)c2c(=O)cc(-c3ccc(NC(=O)CN(C)C)c(F)c3)oc2c1F. Reaction SMILES: [C:1]([CH3:2])(=[O:3])[O:4][CH2:5][c:6]1[c:7]([F:31])[c:8]2[c:9]([c:10](=[O:26])[cH:11][c:12](-[c:14]3[cH:15][c:16]([F:25])[c:17]([NH:20][C:21]([CH2:22][Cl:23])=[O:24])[cH:18][cH:19]3)[o:13]2)[c:27]([NH2:30])[c:28]1[F:29].[CH3:33][NH:34][CH3:35].[CH3:46][N:47]([CH3:48])[CH:49]=[O:50].[CH:36]([N:37]([CH:38]([CH3:39])[CH3:40])[CH2:41][CH3:42])([CH3:43])[CH3:44].[ClH:32].[OH2:45]>>[C:1]([CH3:2])(=[O:3])[O:4][CH2:5][c:6]1[c:7]([F:31])[c:8]2[c:9]([c:10](=[O:26])[cH:11][c:12](-[c:14]3[cH:15][c:16]([F:25])[c:17]([NH:20][C:21]([CH2:22][N:34]([CH3:33])[CH3:35])=[O:24])[cH:18][cH:19]3)[o:13]2)[c:27]([NH2:30])[c:28]1[F:29]. Reactants: ClC1=NC=C(C=C1)C(F)(F)F (2-Chloro-5-trifluoromethylpyridine), CNN (methyl hydrazine), [OH-].[Na+] (NaOH). The product is FC(C=1C=CC(=NC1)N(N)C)(F)F (1-[5-trifluoromethylpyrid-2-yl]-1-methyl hydrazine). Procedure: 2-Chloro-5-trifluoromethylpyridine (44.3 g; 0.24 mol) was treated with several portions of methyl hydrazine (33.9 g; 0.74 mol) at room temperature under nitrogen. The mixture was heated at 90° C. for 6 hr. The resulting solid was treated with 3M aqueous NaOH and extracted with ethyl acetate. The organic extracts were dried and evaporated to leave an oil/solid. Distillation of the crude product to remove excess hydrazine gave 1-[5-trifluoromethylpyrid-2-yl]-1-methyl hydrazine as a white solid (44... Conditions: temperature 90 celsius. Reaction SMILES: Cl[C:2]1[CH:7]=[CH:6][C:5]([C:8]([F:11])([F:10])[F:9])=[CH:4][N:3]=1.[CH3:12][NH:13][NH2:14].[OH-].[Na+]>>[F:9][C:8]([F:11])([F:10])[C:5]1[CH:6]=[CH:7][C:2]([N:13]([CH3:12])[NH2:14])=[N:3][CH:4]=1 |f:2.3|. Reactants: CCCCCCCCSCc1cc(C)c(O)c(C(C)(C)C)c1, CC(C)=O, OO. Yields the product CCCCCCCCS(=O)Cc1cc(C)c(O)c(C(C)(C)C)c1. As a reaction SMILES: [C:3]([CH3:4])([CH3:5])([CH3:6])[c:7]1[c:8]([OH:24])[c:9]([CH3:23])[cH:10][c:11]([CH2:13][S:14][CH2:15][CH2:16][CH2:17][CH2:18][CH2:19][CH2:20][CH2:21][CH3:22])[cH:12]1.[CH3:25][C:26](=[O:27])[CH3:28].[OH:1][OH:2]>>[O:1]=[S:14]([CH2:13][c:11]1[cH:10][c:9]([CH3:23])[c:8]([OH:24])[c:7]([C:3]([CH3:4])([CH3:5])[CH3:6])[cH:12]1)[CH2:15][CH2:16][CH2:17][CH2:18][CH2:19][CH2:20][CH2:21][CH3:22]. The reactants are COC1=CC=C2CC(C(C2=C1)=O)C (6-methoxy-2-methylindanone), zinc amalgam, C1=CC=CC=C1 (benzene), bromoester, zinc amalgam, BrCC(=O)OC (methyl bromoacetate), C1=CC=CC=C1 (benzene), II (iodine). The solvent is C(C)(=O)O (acetic acid), CCOCC (ether), C(C)O (ethanol), C(C)(=O)O (acetic acid). Reaction conditions: time 3 hour. Product: COC(CC1=C(C(C2=CC(=CC=C12)OC)O)C)=O (methyl(1-hydroxy-2-methyl-6-methoxy-indenyl)acetate). RXN SMILES: [CH3:1][O:2][C:3]1[CH:11]=[C:10]2[C:6]([CH2:7][CH:8]([CH3:13])[C:9]2=[O:12])=[CH:5][CH:4]=1.Br[CH2:15][C:16]([O:18][CH3:19])=[O:17].C1C=CC=CC=1.II>C(O)(=O)C.C(O)C.CCOCC>[CH3:19][O:18][C:16](=[O:17])[CH2:15][C:7]1[C:6]2[C:10](=[CH:11][C:3]([O:2][CH3:1])=[CH:4][CH:5]=2)[CH:9]([OH:12])[C:8]=1[CH3:13]. Procedure details: A solution of 13.4 g. of 6-methoxy-2-methylindanone and 19.3 g. of methyl bromoacetate in 45 ml. benzene is added over a period of 5 minutes to 21 g. of zinc amalgam (prepared according to Org. Syn. Coll., vol. 3) in 110 ml. benzene and 40 ml. dry ether. A few crystals of iodine are added to start the reaction, and the reaction mixture is maintained at reflux temperature (ca. 65°) with external heating. At three hour intervals, two batches of 10 g. zinc amalgam and 10 g. bromoester are added, an...